This data is from the Open Reaction Database (ORD), a public repository of structured organic reaction records. The task is: describe an organic reaction: reactants, conditions, products, and yield The reactants are CN(C1CCOCC1)CC1=CC=C(C=C1)NC(=O)C=1CCS(C2=C(C1)C=C(C=C2)C2=CC=C(C=C2)OCCOCCC)(=O)=O (N-[4-[N-methyl-N-(tetrahydropyran-4-yl)aminomethyl]phenyl]-7-[4-(2-propoxyethoxy)phenyl]-1,1-dioxo-2,3-dihydro-1-benzothiepine-4-carboxamide), C1(=CC=CC=C1)S(=O)(=O)O (benzenesulfonic acid). Run in C1CCOC1 (THF). Run at time 1 hour. Yields the product C1(=CC=CC=C1)S(=O)(=O)O.CN(C1CCOCC1)CC1=CC=C(C=C1)NC(=O)C=1CCS(C2=C(C1)C=C(C=C2)C2=CC=C(C=C2)OCCOCCC)(=O)=O (N-[4-[N-methyl-N-(tetrahydropyran-4-yl)aminomethyl]phenyl]-7-[4-(2-propoxyethoxy)phenyl]-1,1-dioxo-2,3-dihydro-1-benzothiepine-4-carboxamide benzenesulfonate). The yield is 86.2%. Reaction SMILES: [CH3:1][N:2]([CH2:9][C:10]1[CH:15]=[CH:14][C:13]([NH:16][C:17]([C:19]2[CH2:20][CH2:21][S:22](=[O:44])(=[O:43])[C:23]3[CH:29]=[CH:28][C:27]([C:30]4[CH:35]=[CH:34][C:33]([O:36][CH2:37][CH2:38][O:39][CH2:40][CH2:41][CH3:42])=[CH:32][CH:31]=4)=[CH:26][C:24]=3[CH:25]=2)=[O:18])=[CH:12][CH:11]=1)[CH:3]1[CH2:8][CH2:7][O:6][CH2:5][CH2:4]1.[C:45]1([S:51]([OH:54])(=[O:53])=[O:52])[CH:50]=[CH:49][CH:48]=[CH:47][CH:46]=1>C1COCC1>[C:45]1([S:51]([OH:54])(=[O:53])=[O:52])[CH:50]=[CH:49][CH:48]=[CH:47][CH:46]=1.[CH3:1][N:2]([CH2:9][C:10]1[CH:11]=[CH:12][C:13]([NH:16][C:17]([C:19]2[CH2:20][CH2:21][S:22](=[O:44])(=[O:43])[C:23]3[CH:29]=[CH:28][C:27]([C:30]4[CH:31]=[CH:32][C:33]([O:36][CH2:37][CH2:38][O:39][CH2:40][CH2:41][CH3:42])=[CH:34][CH:35]=4)=[CH:26][C:24]=3[CH:25]=2)=[O:18])=[CH:14][CH:15]=1)[CH:3]1[CH2:4][CH2:5][O:6][CH2:7][CH2:8]1 |f:3.4|. Procedure: To a solution of N-[4-[N-methyl-N-(tetrahydropyran-4-yl)aminomethyl]phenyl]-7-[4-(2-propoxyethoxy)phenyl]-1,1-dioxo-2,3-dihydro-1-benzothiepine-4-carboxamide (1.10 g) in THF (40 ml) was added at room temperature benzenesulfonic acid (313 mg), and the mixture was stirred for 1 hour and concentrated under reduced pressure. To the residue was added 2-propanol, and the mixture was concentrated under reduced pressure. The residue was crystallized from 2-propanol to give crude crystals, which were rec... Starting materials: OC=1C=C(C=CC1)CCC(=O)C1=CC=CC=C1 (3-(3-Hydroxy-phenyl)-1-phenyl-propan-1-one), N1C=NC=C1 (imidazole), [Si](C)(C)(C(C)(C)C)Cl (t-butyldimethylsilyl chloride). Solvent: C(Cl)Cl (CH2Cl2). Product: C(C)(C)(C)[Si](OC=1C=C(C=CC1)CCC(=O)C1=CC=CC=C1)(C)C (3-[3-(tert-Butyl-dimethyl-silanyloxy)-phenyl]-1-phenyl-propan-1-one). As a reaction SMILES: [OH:1][C:2]1[CH:3]=[C:4]([CH2:8][CH2:9][C:10]([C:12]2[CH:17]=[CH:16][CH:15]=[CH:14][CH:13]=2)=[O:11])[CH:5]=[CH:6][CH:7]=1.N1C=CN=C1.[Si:23](Cl)([C:26]([CH3:29])([CH3:28])[CH3:27])([CH3:25])[CH3:24]>C(Cl)Cl>[C:26]([Si:23]([CH3:25])([CH3:24])[O:1][C:2]1[CH:3]=[C:4]([CH2:8][CH2:9][C:10]([C:12]2[CH:17]=[CH:16][CH:15]=[CH:14][CH:13]=2)=[O:11])[CH:5]=[CH:6][CH:7]=1)([CH3:29])([CH3:28])[CH3:27]. Procedure: The title compound was prepared as described in General Method 5 using 4.11 g (18.2 mmol) of 3-(3-hydroxy-phenyl)-1-phenyl-propan-1-one from Example M, 1.5 g (22 mmol) of imidazole, 3.0 g (20 mmol) of t-butyldimethylsilyl chloride and 75 mL of CH2Cl2. The product was carried on crude to the next step (see Example UU). The reactants are O=C1CC[C@H](O1)C(=O)O ((S)-(+)-5-oxo-tetrahydrofuran-2-carboxylic acid), CN1CCOCC1 (N-methylmorpholine), C(C)(C)(C)OC([C@@H](N)CC(C)C)=O (L-leucine tertbutylester), C(C(C)C)OC(=O)Cl (isobutylchloroformate). Solvent: C1CCOC1 (THF), C1CCOC1 (THF), C(Cl)Cl (CH2Cl2). Product: C(C)(C)(C)OC([C@@H](NC(=O)[C@H]1OC(CC1)=O)CC(C)C)=O (N-{[(S)-(5-Oxo-tetrahydrofuran-2-yl)carbonyl]}-L-leucine tertbutyl-ester). RXN SMILES: [O:1]=[C:2]1[O:6][C@H:5]([C:7]([OH:9])=O)[CH2:4][CH2:3]1.CN1CCOCC1.C(OC(Cl)=O)C(C)C.[C:25]([O:29][C:30](=[O:37])[C@H:31]([CH2:33][CH:34]([CH3:36])[CH3:35])[NH2:32])([CH3:28])([CH3:27])[CH3:26]>C(Cl)Cl.C1COCC1>[C:25]([O:29][C:30](=[O:37])[C@H:31]([CH2:33][CH:34]([CH3:35])[CH3:36])[NH:32][C:7]([C@@H:5]1[CH2:4][CH2:3][C:2](=[O:1])[O:6]1)=[O:9])([CH3:28])([CH3:27])[CH3:26]. Procedure details: To a solution of (S)-(+)-5-oxo-tetrahydrofuran-2-carboxylic acid (1.0 g, 7.68 mmols) and N-methylmorpholine (0.84 ml, 7.68 mmols) in anhydrous/THF anhydrous dioxan 2/1 (15 ml), cooled at −15° C. was added dropwise, under stirring, the equivalent quantity of isobutylchloroformate (1.04 ml, 7.68 mmols). After 30 minutes a solution of L-leucine tertbutylester (1.44 g, 7.68 mmols) and anhydrous THF (5 ml) was slowly added, maintaining the mixture under stirring at −15° C. for two hours. The reaction... Starting materials: solution, C(CCC)[Li] (n-butyllithium), [Br-].FC=1C=CC(=C(C[P+](C2=CC=CC=C2)(C2=CC=CC=C2)C2=CC=CC=C2)C1)O ((5-fluoro-2-hydroxybenzyl)(triphenyl)-phosphonium bromide), C(=O)C(CC1=CC=C(C(=O)OC)C=C1)CCC1=CC=C(C(=O)OC)C=C1 (dimethyl 4,4′-(2-formylbutane-1,4-diyl)dibenzoate), [Cl-].[NH4+] (ammonium chloride). The solvent is C1CCOC1 (THF), CCCCCC (hexane), C1CCOC1 (THF), O (water), C(C)(=O)OCC (ethyl acetate). Run at time 45 minute. Product: FC=1C=CC(=C(C1)/C=C/C(CCC1=CC=C(C(=O)OC)C=C1)CC1=CC=C(C=C1)C(=O)OC)O (Methyl 4-{(4E)-5-(5-fluoro-2-hydroxyphenyl)-3-[4-(methoxycarbonyl)benzyl]pent-4-en-1-yl}-benzoate). Reaction SMILES: C([Li])CCC.[Br-].[F:7][C:8]1[CH:9]=[CH:10][C:11]([OH:34])=[C:12]([CH:33]=1)[CH2:13][P+](C1C=CC=CC=1)(C1C=CC=CC=1)C1C=CC=CC=1.[CH:35]([CH:37]([CH2:49][CH2:50][C:51]1[CH:60]=[CH:59][C:54]([C:55]([O:57][CH3:58])=[O:56])=[CH:53][CH:52]=1)[CH2:38][C:39]1[CH:48]=[CH:47][C:42]([C:43]([O:45][CH3:46])=[O:44])=[CH:41][CH:40]=1)=O.[Cl-].[NH4+]>CCCCCC.C1COCC1.O.C(OCC)(=O)C>[F:7][C:8]1[CH:9]=[CH:10][C:11]([OH:34])=[C:12](/[CH:13]=[CH:35]/[CH:37]([CH2:38][C:39]2[CH:40]=[CH:41][C:42]([C:43]([O:45][CH3:46])=[O:44])=[CH:47][CH:48]=2)[CH2:49][CH2:50][C:51]2[CH:60]=[CH:59][C:54]([C:55]([O:57][CH3:58])=[O:56])=[CH:53][CH:52]=2)[CH:33]=1 |f:1.2,4.5|. Procedure: At 0° C., 21.65 ml (54.12 mmol) of a 2.5 M solution of n-butyllithium in hexane are slowly added dropwise to a solution of 10.84 g (23.2 mmol) of (5-fluoro-2-hydroxybenzyl)(triphenyl)-phosphonium bromide in 150 ml of THF, and the mixture is stirred at this temperature for 45 min. At this temperature, 6.85 g (19.33 mmol) of dimethyl 4,4′-(2-formylbutane-1,4-diyl)dibenzoate in 100 ml of THF are then metered in slowly. The reaction solution is stirred at 0° C. for 3 h, saturated ammonium chloride s... Starting materials: O=C(Cl)c1ccccc1, O=c1c2cnc3[nH]ncc3c2n2ncnc2n1-c1ccccc1, c1ccncc1. The product is O=C(c1ccccc1)n1ncc2c1ncc1c(=O)n(-c3ccccc3)c3ncnn3c12. As a reaction SMILES: [C:24]([c:25]1[cH:26][cH:27][cH:28][cH:29][cH:30]1)(=[O:31])[Cl:32].[c:1]1(-[n:7]2[c:8]3[n:9]([c:10]4[c:11]([c:12]2=[O:13])[cH:14][n:15][c:16]2[c:17]4[cH:18][n:19][nH:20]2)[n:21][cH:22][n:23]3)[cH:2][cH:3][cH:4][cH:5][cH:6]1.[cH:33]1[cH:34][cH:35][n:36][cH:37][cH:38]1>>[c:1]1(-[n:7]2[c:8]3[n:9]([c:10]4[c:11]([c:12]2=[O:13])[cH:14][n:15][c:16]2[c:17]4[cH:18][n:19][n:20]2[C:24]([c:25]2[cH:26][cH:27][cH:28][cH:29][cH:30]2)=[O:31])[n:21][cH:22][n:23]3)[cH:2][cH:3][cH:4][cH:5][cH:6]1. Starting materials: N(=O)[O-].[Na+] (sodium nitrite), NC1=CC(=C(C=C1)C)C (3,4-xylidine), C(C)(=O)[O-].[Na+] (sodium acetate), COC=1C=C(CC(C(=O)OC)C(=O)C)C=CC1OC (methyl 2-(3,4-dimethoxybenzyl)acetoacetate). The solvent is O (water), Cl (hydrochloric acid), O (water). Conditions: temperature 0 celsius, time 30 minute. Product: COC=1C=C(C=CC1OC)CC(C(=O)OC)NNC1=CC(=C(C=C1)C)C (methyl 3-(3,4-dimethoxyphenyl)-2-(3,4 -dimethylphenylhydrazino)propionate). Yield: 69.8%. Reaction SMILES: [N:1]([O-])=O.[Na+].[NH2:5][C:6]1[CH:11]=[CH:10][C:9]([CH3:12])=[C:8]([CH3:13])[CH:7]=1.C([O-])(=O)C.[Na+].[CH3:19][O:20][C:21]1[CH:22]=[C:23]([CH:33]=[CH:34][C:35]=1[O:36][CH3:37])[CH2:24][CH:25](C(C)=O)[C:26]([O:28][CH3:29])=[O:27]>O.Cl>[CH3:19][O:20][C:21]1[CH:22]=[C:23]([CH2:24][CH:25]([NH:1][NH:5][C:6]2[CH:11]=[CH:10][C:9]([CH3:12])=[C:8]([CH3:13])[CH:7]=2)[C:26]([O:28][CH3:29])=[O:27])[CH:33]=[CH:34][C:35]=1[O:36][CH3:37] |f:0.1,3.4|. Reported procedure: A solution of sodium nitrite (0.414 g) in water (2.0 ml) was dropwise added to a solution of 3,4-xylidine (0.61 g) in concentrated hydrochloric acid (1.5 ml) at a temperature of 0° C., followed by stirring for 30 minutes at 0° C. To the mixture were added sodium acetate (1.23 g) and methyl 2-(3,4-dimethoxybenzyl)acetoacetate (1.33 g). After stirring for an hour at room temperature, the reaction mixture was poured into water and extracted with ethyl ether. The ethereal layer was washed with a sat... Reactants: COc1cc(C(=O)O)cc(OC)c1OC, Nc1ccc(I)cc1, COc1ccc(N)cn1. Product: COc1ccc(NC(=O)c2cc(OC)c(OC)c(OC)c2)cn1. As a reaction SMILES: [CH3:1][O:2][c:3]1[cH:4][c:5]([C:13]([OH:14])=[O:15])[cH:6][c:7]([O:8][CH3:9])[c:10]1[O:11][CH3:12].[I:25][c:26]1[cH:27][cH:28][c:29]([NH2:30])[cH:31][cH:32]1.[NH2:16][c:17]1[cH:18][cH:19][c:20]([O:23][CH3:24])[n:21][cH:22]1>>[CH3:1][O:2][c:3]1[cH:4][c:5]([C:13](=[O:15])[NH:16][c:17]2[cH:18][cH:19][c:20]([O:23][CH3:24])[n:21][cH:22]2)[cH:6][c:7]([O:8][CH3:9])[c:10]1[O:11][CH3:12].